Dataset: the Open Reaction Database (ORD), a public repository of structured organic reaction records. Task: describe an organic reaction: reactants, conditions, products, and yield Reactants: resultant mixture, Cl.COC=1C=C2CCNC(C2=CC1OC)=CC1=CC(=C(C=C1)OC)OC (3,4-dihydro-6,7-dimethoxy-1-[(3,4-dimethoxyphenyl)methylene]isoquinoline hydrochloride), N1=CC=CC=C1 (pyridine), C1(CC1)C(=O)Cl (cyclopropanecarbonyl chloride). Run in O (water). The product is C1(CC1)C(=O)N1\C(\C2=CC(=C(C=C2CC1)OC)OC)=C/C1=CC(=C(C=C1)OC)OC ((Z)-2-cyclopropylcarbonyl-1,2,3,4-tetrahydro-6,7-dimethoxy-1-[(3,4-dimethoxyphenyl)methylene]isoquinoline). Reaction SMILES: Cl.[CH3:2][O:3][C:4]1[CH:5]=[C:6]2[C:11](=[CH:12][C:13]=1[O:14][CH3:15])[C:10](=[CH:16][C:17]1[CH:22]=[CH:21][C:20]([O:23][CH3:24])=[C:19]([O:25][CH3:26])[CH:18]=1)[NH:9][CH2:8][CH2:7]2.N1C=CC=CC=1.[CH:33]1([C:36](Cl)=[O:37])[CH2:35][CH2:34]1>O>[CH:33]1([C:36]([N:9]2[CH2:8][CH2:7][C:6]3[C:11](=[CH:12][C:13]([O:14][CH3:15])=[C:4]([O:3][CH3:2])[CH:5]=3)/[C:10]/2=[CH:16]/[C:17]2[CH:22]=[CH:21][C:20]([O:23][CH3:24])=[C:19]([O:25][CH3:26])[CH:18]=2)=[O:37])[CH2:35][CH2:34]1 |f:0.1|. Reported procedure: To a suspension of 6 parts of 3,4-dihydro-6,7-dimethoxy-1-[(3,4-dimethoxyphenyl)methylene]isoquinoline hydrochloride in 40 parts of pyridine is added 6 parts of cyclopropanecarbonyl chloride. The resultant mixture is stirred at room temperatures for 18 hours, then poured into 500 parts of water. The mixture thus obtained is extracted with chloroform. The chloroform extract is washed with 5% hydrochloric acid, dried over anhydrous sodium sulfate, and stripped of solvent by vacuum distillation. Th...